This data is from the Open Reaction Database (ORD), a public repository of structured organic reaction records. The task is: describe an organic reaction: reactants, conditions, products, and yield Reactants: CC1(C)OCC(c2cnc(N)cn2)O1, CN(C)C=O, O=C(O)C(CC1CCCC1)n1cnc(C(F)(F)F)c1, [Cl-], O=C(Cl)C(=O)Cl, ClCCl, Cl, c1ccncc1. Product: CC1(C)OCC(c2cnc(NC(=O)C(CC3CCCC3)n3cnc(C(F)(F)F)c3)cn2)O1. Reaction SMILES: [CH3:26][C:27]1([CH3:39])[O:28][CH2:29][CH:30]([c:32]2[n:33][cH:34][c:35]([NH2:38])[n:36][cH:37]2)[O:31]1.[CH3:51][N:52]([CH3:53])[CH:54]=[O:55].[CH:1]1([CH2:6][CH:7]([C:8](=[O:9])[OH:10])[n:11]2[cH:12][n:13][c:14]([C:16]([F:17])([F:18])[F:19])[cH:15]2)[CH2:2][CH2:3][CH2:4][CH2:5]1.[Cl-:46].[Cl:20][C:21]([C:22]([Cl:23])=[O:24])=[O:25].[Cl:47][CH2:48][Cl:49].[ClH:50].[cH:40]1[cH:41][cH:42][n:43][cH:44][cH:45]1>>[CH:1]1([CH2:6][CH:7]([C:8](=[O:10])[NH:38][c:35]2[cH:34][n:33][c:32]([CH:30]3[CH2:29][O:28][C:27]([CH3:26])([CH3:39])[O:31]3)[cH:37][n:36]2)[n:11]2[cH:12][n:13][c:14]([C:16]([F:17])([F:18])[F:19])[cH:15]2)[CH2:2][CH2:3][CH2:4][CH2:5]1. The reactants are NC[C@H](O)[C@@H](O)[C@H](O)[C@H](O)CO (1-amino-1-deoxyglucitol), O (water), N(=C=O)CCC=C(C(=O)[O-])C (isocyanatoethyl-methylacrylate), [N-]=C=O (isocyanate). Run at temperature -3 celsius. The product is C(C(=C)C)(=O)N[C@@H](C=O)[C@@H](O)[C@H](O)[C@H](O)CO (2-Deoxy-2 -methacrylamido-D-glucose), C(C=C)(=O)NC[C@H](O)[C@@H](O)[C@H](O)[C@H](O)CO (1-Acrylamido-1-deoxy-D-glucitol), C(C(=C)C)(=O)NC[C@H](O)[C@@H](O)[C@H](O)[C@H](O)CO (1-Deoxy-1-methacrylamido-D-glucitol), 1-amino-1-deoxy sugars. Reaction SMILES: [NH2:1][CH2:2][C@@H:3]([C@H:5]([C@@H:7]([C@@H:9]([CH2:11][OH:12])[OH:10])[OH:8])[OH:6])[OH:4].N([CH2:16][CH2:17][CH:18]=[C:19]([CH3:23])[C:20]([O-])=[O:21])=C=O.[N-:24]=[C:25]=[O:26].[OH2:27]>>[C:25]([NH:24][C@H:9]([C@H:7]([C@@H:5]([C@@H:3]([CH2:2][OH:27])[OH:4])[OH:6])[OH:8])[CH:11]=[O:12])(=[O:26])[C:17]([CH3:18])=[CH2:16].[C:20]([NH:1][CH2:2][C@@H:3]([C@H:5]([C@@H:7]([C@@H:9]([CH2:11][OH:12])[OH:10])[OH:8])[OH:6])[OH:4])(=[O:21])[CH:19]=[CH2:18].[C:20]([NH:1][CH2:2][C@@H:3]([C@H:5]([C@@H:7]([C@@H:9]([CH2:11][OH:12])[OH:10])[OH:8])[OH:6])[OH:4])(=[O:21])[C:19]([CH3:23])=[CH2:18]. Procedure details: 20 g 1-amino-1-deoxyglucitol (1a) are dissolved according to the method of Klein et al. (S. Engelke, Thesis, TU Braunschweig, FRG (1989)) in 100 ml water and cooled to -3° C. At this temperature 10 g isocyanatoethyl-methylacrylate (IEM, Dow Chemical) are added dropwise while stirring vigorously and during which the inner temperature is kept below 50° C. After completion of the isocyanate addition it is stirred for 12 hours and heated to room temperature. During the reaction time the emulsion whi... The reactants are C(C)(C)(C)OC(=O)N[C@@H]1[C@@H](CCC1)NC1=NC(=C(C(=O)OC)C(=C1)C#N)NC1=CC(=CC=C1)S(=O)(=O)C (methyl 6-((1R,2S)-2-(tert-butoxycarbonylamino)cyclopentylamino)-4-cyano-2-(3-(methylsulfonyl)phenylamino)nicotinate). Reagents/catalysts: [OH-].[OH-].[Pd+2] (palladium hydroxide on carbon). Solvent: CO (MeOH), CC(=O)O (HOAc). Conditions: time 12 hour. Product: CS(=O)(=O)C=1C=C(C=CC1)NC1=NC(=CC2=C1C(NC2)=O)N[C@H]2[C@H](CCC2)NC(OC(C)(C)C)=O (tert-Butyl (1S,2R)-2-(4-(3-(methylsulfonyl)phenylamino)-3-oxo-2,3-dihydro-1H-pyrrolo[3,4-c]pyridin-6-ylamino)cyclopentylcarbamate). Yield: 34.9%. As a reaction SMILES: [C:1]([O:5][C:6]([NH:8][C@H:9]1[CH2:13][CH2:12][CH2:11][C@H:10]1[NH:14][C:15]1[CH:24]=[C:23]([C:25]#[N:26])[C:18]([C:19](OC)=[O:20])=[C:17]([NH:27][C:28]2[CH:33]=[CH:32][CH:31]=[C:30]([S:34]([CH3:37])(=[O:36])=[O:35])[CH:29]=2)[N:16]=1)=[O:7])([CH3:4])([CH3:3])[CH3:2]>CO.CC(O)=O.[OH-].[OH-].[Pd+2]>[CH3:37][S:34]([C:30]1[CH:29]=[C:28]([NH:27][C:17]2[C:18]3[C:19](=[O:20])[NH:26][CH2:25][C:23]=3[CH:24]=[C:15]([NH:14][C@@H:10]3[CH2:11][CH2:12][CH2:13][C@@H:9]3[NH:8][C:6](=[O:7])[O:5][C:1]([CH3:2])([CH3:3])[CH3:4])[N:16]=2)[CH:33]=[CH:32][CH:31]=1)(=[O:35])=[O:36] |f:3.4.5|. Procedure details: A mixture of methyl 6-((1R,2S)-2-(tert-butoxycarbonylamino)cyclopentylamino)-4-cyano-2-(3-(methylsulfonyl)phenylamino)nicotinate (141.1 mg, 0.266 mmol) and palladium hydroxide on carbon (43.2 mg, 0.308 mmol) in MeOH (10 mL) and HOAc (10 mL) was stirred at RT for 12 h under a hydrogen atmosphere. The mixture was filtered to remove the catalyst and the filtrate was concentrated under reduced pressure. The residue was treated with saturated aq NaHCO3 (20 mL) and MeOH (20 mL). The mixture was stirre... The reactants are [Br-], CCC(CC)c1cc(C)nn2c(-c3sc(I)cc3OC)c(C)nc12, CCOC(C)=O, [Zn+]c1nccs1. Yields the product CCC(CC)c1cc(C)nn2c(-c3sc(-c4nccs4)cc3OC)c(C)nc12. As a reaction SMILES: [Br-:25].[CH2:1]([CH3:2])[CH:3]([CH2:4][CH3:5])[c:6]1[c:7]2[n:8]([n:9][c:10]([CH3:12])[cH:11]1)[c:13](-[c:17]1[s:18][c:19]([I:24])[cH:20][c:21]1[O:22][CH3:23])[c:14]([CH3:16])[n:15]2.[CH3:32][CH2:33][O:34][C:35]([CH3:36])=[O:37].[s:26]1[c:27]([Zn+:31])[n:28][cH:29][cH:30]1>>[CH2:1]([CH3:2])[CH:3]([CH2:4][CH3:5])[c:6]1[c:7]2[n:8]([n:9][c:10]([CH3:12])[cH:11]1)[c:13](-[c:17]1[s:18][c:19](-[c:27]3[s:26][cH:30][cH:29][n:28]3)[cH:20][c:21]1[O:22][CH3:23])[c:14]([CH3:16])[n:15]2. Reactants: BrC=1N=C2N(N=C(C=C2)N2CCC(CC2)N2CCCC2)C1 (2-bromo-6-(4-pyrrolidin-1-ylpiperidin-1-yl)imidazo[1,2-b]pyridazine), N1=NC=CC=C1 (pyridazine), ClC(=O)OCC (ethyl chloroformate). The solvent is C(Cl)(Cl)Cl (chloroform), ClCCl (dichloromethane). Reaction conditions: time 1 hour. The product is BrC=1N=C2N(N=C(C=C2)N2CCC(CC2)N2CCCC2)C1C1C=NN(C=C1)C(=O)OCC (ethyl 4-[2-bromo-6-(4-pyrrolidin-1-ylpiperidin-1-yl)imidazo[1,2-b]pyridazin-3-yl]-4H-pyridazine-1-carboxylate). Yield: 80.0%. Reaction SMILES: Cl[C:2]([O:4][CH2:5][CH3:6])=[O:3].[Br:7][C:8]1[N:9]=[C:10]2[CH:15]=[CH:14][C:13]([N:16]3[CH2:21][CH2:20][CH:19]([N:22]4[CH2:26][CH2:25][CH2:24][CH2:23]4)[CH2:18][CH2:17]3)=[N:12][N:11]2[CH:27]=1.[N:28]1[CH:33]=[CH:32][CH:31]=[CH:30][N:29]=1>C(Cl)(Cl)Cl.ClCCl>[Br:7][C:8]1[N:9]=[C:10]2[CH:15]=[CH:14][C:13]([N:16]3[CH2:21][CH2:20][CH:19]([N:22]4[CH2:23][CH2:24][CH2:25][CH2:26]4)[CH2:18][CH2:17]3)=[N:12][N:11]2[C:27]=1[CH:32]1[CH:31]=[CH:30][N:29]([C:2]([O:4][CH2:5][CH3:6])=[O:3])[N:28]=[CH:33]1. Reported procedure: 1.3 g (12 mmol) of ethyl chloroformate are added, dropwise in 5 minutes, while cooling in an ice bath, to a mixture of 1.68 g (4.8 mmol) of 2-bromo-6-(4-pyrrolidin-1-ylpiperidin-1-yl)imidazo[1,2-b]pyridazine and 1.92 g (24 mmol) of pyridazine in 25 ml of chloroform. The mixture is stirred at ambient temperature for one hour and is then diluted with dichloromethane, and the solution is washed successively with a solution of sodium bicarbonate and then with a saturated solution of sodium chloride.... The reactants are [H-].C(C(C)C)[Al+]CC(C)C (diisobutyl aluminum hydride), C(#N)C=1C=CN2CCCC12 (7-cyano-2,3-dihydro-1H-pyrrolizine), C(CC(O)(C(=O)O)CC(=O)O)(=O)O (citric acid). Solvent: C1(=CC=CC=C1)C (toluene), C1(=CC=CC=C1)C (toluene). Conditions: temperature -20 celsius. Yields the product C(=O)C=1C=CN2CCCC12 (7-formyl-2,3-dihydro-1H-pyrrolizine). Yield: 59.0%. Reaction SMILES: [C:1]([C:3]1[CH:4]=[CH:5][N:6]2[C:10]=1[CH2:9][CH2:8][CH2:7]2)#N.[H-].C([Al+]CC(C)C)C(C)C.C(O)(=O)CC(CC(O)=O)(C(O)=O)[OH:24]>C1(C)C=CC=CC=1>[CH:1]([C:3]1[CH:4]=[CH:5][N:6]2[C:10]=1[CH2:9][CH2:8][CH2:7]2)=[O:24] |f:1.2|. Reported procedure: 13.21 g (0.1 mol) of 7-cyano-2,3-dihydro-1H-pyrrolizine is dissolved in 150 ml of absolute toluene and cooled to -20° C. To this solution is added dropwise 108 ml (0.13 mol) of a 1.2-molar diisobutyl aluminum hydride solution in toluene; the mixture is then warmed to room temperature, stirred for another hour, and decomposed with 300 ml of 10% aqueous citric acid solution. The product is extracted with methylene chloride, the organic phase is dried, concentrated, and the residue recrystallized f... Starting materials: saturated aqueous solution, C([O-])(O)=O.[Na+] (sodium bicarbonate), C(C)(C)O (isopropanol), Cl.CNOC (N,O-dimethylhydroxylamine hydrochloride), BrCCN1C(C=2C(C1=O)=CC=CC2)=O (N-(bromoethyl)phthalimide). The solvent is C(C)N(CC)CC (triethylamine). Reaction conditions: time 5 minute. The product is ClCCN1C(C=2C(C1=O)=CC=CC2)=O (N-(2-chloroethyl)-phthalimide). The yield is 65.4%. RXN SMILES: C(O)(C)C.[ClH:5].CNOC.Br[CH2:11][CH2:12][N:13]1[C:17](=[O:18])[C:16]2=[CH:19][CH:20]=[CH:21][CH:22]=[C:15]2[C:14]1=[O:23].C(=O)(O)[O-].[Na+]>C(N(CC)CC)C>[Cl:5][CH2:11][CH2:12][N:13]1[C:17](=[O:18])[C:16]2=[CH:19][CH:20]=[CH:21][CH:22]=[C:15]2[C:14]1=[O:23] |f:1.2,4.5|. Reported procedure: To a suspension of 50 ml of isopropanol containing N,O-dimethylhydroxylamine hydrochloride (3.90 g, 40.0 mmol) was added dropwise 5.56 ml of triethylamine. The resulting mixture became homogeneous after 5 minutes. Thereto was added 2.45 g (10.0 mmol) of N-(bromoethyl)phthalimide and the mixture was refluxed for 29 hours. This was cooled to room temperature, then poured into 200 ml of a saturated aqueous solution of sodium bicarbonate and extracted with chloroform. The organic layer was separated...